From a dataset of the Open Reaction Database (ORD), a public repository of structured organic reaction records. describe an organic reaction: reactants, conditions, products, and yield Reactants: C(C)(C)(C)OC(=O)N1CC(C1)OC1=C(C=CC(=C1)Cl)OC(C1=CC=CC=C1)C(=O)OC (3-[5-Chloro-2-(methoxycarbonyl-phenyl-methoxy)-phenoxy]-azetidine-1-carboxylic acid tert-butyl ester), [OH-].[Na+] (NaOH), OS(=O)(=O)[O-].[K+] (KHSO4). Run in CO (MeOH). Conditions: time 18 hour. Product: C(C)(C)(C)OC(=O)N1CC(C1)OC1=C(C=CC(=C1)Cl)OC(C1=CC=CC=C1)C(=O)O (3-[2-(Carboxy-phenyl-methoxy)-5-chloro-phenoxy]-azetidine-1-carboxylic acid tert-butyl ester). The yield is 102.4%. Reaction SMILES: [C:1]([O:5][C:6]([N:8]1[CH2:11][CH:10]([O:12][C:13]2[CH:18]=[C:17]([Cl:19])[CH:16]=[CH:15][C:14]=2[O:20][CH:21]([C:28]([O:30]C)=[O:29])[C:22]2[CH:27]=[CH:26][CH:25]=[CH:24][CH:23]=2)[CH2:9]1)=[O:7])([CH3:4])([CH3:3])[CH3:2].[OH-].[Na+].OS([O-])(=O)=O.[K+]>CO>[C:1]([O:5][C:6]([N:8]1[CH2:11][CH:10]([O:12][C:13]2[CH:18]=[C:17]([Cl:19])[CH:16]=[CH:15][C:14]=2[O:20][CH:21]([C:28]([OH:30])=[O:29])[C:22]2[CH:23]=[CH:24][CH:25]=[CH:26][CH:27]=2)[CH2:9]1)=[O:7])([CH3:4])([CH3:2])[CH3:3] |f:1.2,3.4|. Procedure: To the title compound of Example 148 Step A (0.16 g, 0.36 mmol) in MeOH (3 mL) was added 1N NaOH (3 mL). After 18 h, the solution was acidified with 1N KHSO4 and extracted with EtOAc (2×). The combined organics were washed with brine and dried to give 0.16 g (>98%) of the title compound. 1H NMR (CDCl3): 8.56-8.19 (broad s, 1H), 7.55-7.51 (m, 2H), 7.41-7.36 (m, 3H), 6.85-6.84 (m, 2H), 6.54 (s, 1H), 5.55 (s, 1H), 4.88-4.83 (m, 1H), 4.29-4.24 (m, 2H), 4.06-3.97 (m, 2H), 1.44 (s, 9H). Reactants: IC1=CC=C(N)C=C1 (4-iodoaniline), IC1=CC=C(C=C1)NS(=O)(=O)C (N-(4-iodophenyl) methanesulphonamide), C(C)S(=O)(=O)Cl (ethanesulphonyl chloride). The product is IC1=CC=C(C=C1)N(S(=O)(=O)CC)C (N-(4-iodophenyl)-N-methylethanesulphonamide). RXN SMILES: [I:1][C:2]1[CH:8]=[CH:7][C:5]([NH2:6])=[CH:4][CH:3]=1.I[C:10]1C=CC(NS(C)(=O)=O)=CC=1.[CH2:21]([S:23](Cl)(=[O:25])=[O:24])[CH3:22]>>[I:1][C:2]1[CH:8]=[CH:7][C:5]([N:6]([CH3:10])[S:23]([CH2:21][CH3:22])(=[O:25])=[O:24])=[CH:4][CH:3]=1. Procedure: The product so obtained was used in place of 4-iodoaniline in the procedure described in Example 3 for the preparation of N-(4-iodophenyl) methanesulphonamide and ethanesulphonyl chloride was used in place of methanesulphonyl chloride. Thus was obtained N-(4-iodophenyl)-N-methylethanesulphonamide as an oil. NMR Spectrum 1.45 (3H, t), 3.00 (2H, q), 3.35 (3H, s), 7.15 (2H, m), 7.70 (2H, m). Reactants: CC1(O)CCCc2sccc21, [Na+], O=S(=O)([O-])O. Yields the product CC1=CCCc2sccc21. Reaction SMILES: [CH3:1][C:2]1([OH:11])[CH2:3][CH2:4][CH2:5][c:6]2[s:7][cH:8][cH:9][c:10]21.[Na+:17].[S:12]([O-:13])([OH:14])(=[O:15])=[O:16]>>[CH3:1][C:2]1=[CH:3][CH2:4][CH2:5][c:6]2[s:7][cH:8][cH:9][c:10]21.